From a dataset of the Open Reaction Database (ORD), a public repository of structured organic reaction records. describe an organic reaction: reactants, conditions, products, and yield Starting materials: FC(C1=CC=C(C=C1)C1=CC(=CC=C1)C=O)(F)F (4′-(Trifluoromethyl)[1,1′-biphenyl]-3-carbaldehyde), [C@@H]1(CCCC2=CC=CC=C12)N ((1S)-1,2,3,4-tetrahydro-1-naphthalenylamine). Product: [C@@H]1(CCCC2=CC=CC=C12)NCC=1C=C(C=CC1)C1=CC=C(C=C1)C(F)(F)F (N-[(1S)-1,2,3,4-tetrahydro-1-naphthalenyl]-N-{[4′-(trifluoromethyl)[1,1′-biphenyl]-3-yl]methyl}amine). RXN SMILES: [F:1][C:2]([F:18])([F:17])[C:3]1[CH:8]=[CH:7][C:6]([C:9]2[CH:14]=[CH:13][CH:12]=[C:11]([CH:15]=O)[CH:10]=2)=[CH:5][CH:4]=1.[C@@H:19]1([NH2:29])[C:28]2[C:23](=[CH:24][CH:25]=[CH:26][CH:27]=2)[CH2:22][CH2:21][CH2:20]1>>[C@@H:19]1([NH:29][CH2:15][C:11]2[CH:10]=[C:9]([C:6]3[CH:7]=[CH:8][C:3]([C:2]([F:18])([F:17])[F:1])=[CH:4][CH:5]=3)[CH:14]=[CH:13][CH:12]=2)[C:28]2[C:23](=[CH:24][CH:25]=[CH:26][CH:27]=2)[CH2:22][CH2:21][CH2:20]1. Procedure: 4′-(Trifluoromethyl)[1,1′-biphenyl]-3-carbaldehyde and (1S)-1,2,3,4-tetrahydro-1-naphthalenylamine were processed as described in Example 1A to provide the title compound. Starting materials: CC1=C(C=C(C=C1)C)NC1=C(C=NC=2N1N=CC2C(=O)OCC)C(=O)O (7-(2,5-Dimethylphenylamino)-3-ethoxycarbonylpyrazolo[1,5-a]pyrimidine-6-carboxylic acid), C1(CCCCC1)C1CCNCC1 (4-cyclohexylpiperidine). Product: C1(CCCCC1)C1CCN(CC1)C(=O)C=1C=NC=2N(C1NC1=C(C=CC(=C1)C)C)N=CC2C(=O)OCC (6-(4-Cyclohexylpiperidine-1-carbonyl)-7-(2,5-dimethylphenylamino)-3-ethoxycarbonylpyrazolo[1,5-a]pyrimidine). Yield: 99.0%. As a reaction SMILES: [CH3:1][C:2]1[CH:7]=[CH:6][C:5]([CH3:8])=[CH:4][C:3]=1[NH:9][C:10]1[N:15]2[N:16]=[CH:17][C:18]([C:19]([O:21][CH2:22][CH3:23])=[O:20])=[C:14]2[N:13]=[CH:12][C:11]=1[C:24](O)=[O:25].[CH:27]1([CH:33]2[CH2:38][CH2:37][NH:36][CH2:35][CH2:34]2)[CH2:32][CH2:31][CH2:30][CH2:29][CH2:28]1>>[CH:27]1([CH:33]2[CH2:34][CH2:35][N:36]([C:24]([C:11]3[CH:12]=[N:13][C:14]4[N:15]([N:16]=[CH:17][C:18]=4[C:19]([O:21][CH2:22][CH3:23])=[O:20])[C:10]=3[NH:9][C:3]3[CH:4]=[C:5]([CH3:8])[CH:6]=[CH:7][C:2]=3[CH3:1])=[O:25])[CH2:37][CH2:38]2)[CH2:28][CH2:29][CH2:30][CH2:31][CH2:32]1. Procedure: In the same manner as in Example 21, step 5 and using 7-(2,5-dimethylphenylamino)-3-ethoxycarbonylpyrazolo[1,5-a]pyrimidine-6-carboxylic acid (150 mg, 0.42 mmol) obtained in Example 88, step 2 and 4-cyclohexylpiperidine (U.S. Pat. No. 4,308,382, 120 mg, 0.72 mmol), the title compound (211 mg, 99%) was obtained. The reactants are C1(=CC=CC=C1)S(=O)(=O)Cl (benzenesulphonyl chloride), C(CC)OC1C=CC(N1)=O (1,5-dihydro-5-n-propyloxy-2H-pyrrol-2-one), solution, [Li+].CCC[CH2-] (N-butyllithium). Run in O1CCCC1 (tetrahydrofuran), O1CCCC1 (tetrahydrofuran), CCCCCC (n-hexane). Reaction conditions: time 30 minute. Product: C1(=CC=CC=C1)S(=O)(=O)N1C(C=CC1OCCC)=O (1-benzenesulphonyl-1,5-dihydro-5-n-propyloxy-2H-pyrrol-2-one). Yield: 23.5%. Reaction SMILES: [CH2:1]([O:4][CH:5]1[NH:9][C:8](=[O:10])[CH:7]=[CH:6]1)[CH2:2][CH3:3].[Li+].CCC[CH2-].[C:16]1([S:22](Cl)(=[O:24])=[O:23])[CH:21]=[CH:20][CH:19]=[CH:18][CH:17]=1>O1CCCC1.CCCCCC>[C:16]1([S:22]([N:9]2[CH:5]([O:4][CH2:1][CH2:2][CH3:3])[CH:6]=[CH:7][C:8]2=[O:10])(=[O:24])=[O:23])[CH:21]=[CH:20][CH:19]=[CH:18][CH:17]=1 |f:1.2|. Procedure: To a solution of 3 g of 1,5-dihydro-5-n-propyloxy-2H-pyrrol-2-one, in 80 cm3 of tetrahydrofuran, cooled to -45° C., there is added 13.25 cm3 of a 1.6M solution of N-butyllithium in n-hexane, while maintaining the temperature between -35° and -45° C. After 30 minutes, a solution of 3.74 g of benzenesulphonyl chloride in 12 cm3 of tetrahydrofuran is added at a temperature between -45° and -35° C., then the temperature is allowed to return to the ambient over two hours, followed by evaporating to d...